Dataset: the Open Reaction Database (ORD), a public repository of structured organic reaction records. Task: describe an organic reaction: reactants, conditions, products, and yield Starting materials: C(C)OC(=O)C1=NN(C(=C1)C)CC1=C(C=CC(=C1)Br)O (1-(5-bromo-2-hydroxy-benzyl)-5-methyl-1H-pyrazole-3-carboxylic acid ethyl ester), C(C)OC(=O)C1=NN(C(=C1)C)CC1=C(C=CC(=C1)Br)O (1-(5-bromo-2-hydroxy-benzyl)-5-methyl-1h-pyrazole-3-carboxylic acid ethyl ester), C1(=CC=CC=C1)P(C1=CC=CC=C1)C1=CC=CC=C1 (triphenylphosphine), ditert-butylazodicarboxylate, C(C)OC(C(CC)(C)CC)=O (2-ethyl-2-methyl-butyric acid ethyl ester). Run in C1CCOC1 (THF). Reaction conditions: temperature 100 celsius. Yields the product C(C)OC(=O)C1=NN(C(=C1)C)CC1=C(C=CC(=C1)Br)OCC(CC)(C)CC (1-[5-bromo-2-(2-ethyl-2-methyl-butoxy)-benzyl]-5-methyl-1H-pyrazole-3-carboxylic acid ethyl ester). Reaction SMILES: [CH2:1]([O:3][C:4]([C:6]1[CH:10]=[C:9]([CH3:11])[N:8]([CH2:12][C:13]2[CH:18]=[C:17]([Br:19])[CH:16]=[CH:15][C:14]=2[OH:20])[N:7]=1)=[O:5])[CH3:2].C1(P(C2C=CC=CC=2)C2C=CC=CC=2)C=CC=CC=1.C(O[C:43](=O)[C:44]([CH2:48][CH3:49])([CH3:47])[CH2:45][CH3:46])C>C1COCC1>[CH2:1]([O:3][C:4]([C:6]1[CH:10]=[C:9]([CH3:11])[N:8]([CH2:12][C:13]2[CH:18]=[C:17]([Br:19])[CH:16]=[CH:15][C:14]=2[O:20][CH2:43][C:44]([CH2:48][CH3:49])([CH3:47])[CH2:45][CH3:46])[N:7]=1)=[O:5])[CH3:2]. Procedure: A solution of 1-(5-bromo-2-hydroxy-benzyl)-5-methyl-1H-pyrazole-3-carboxylic acid ethyl ester, 6 (0.20 g, 0.60 mmol), triphenylphosphine (0.31 g, 1.2 mmol), ditert-butylazodicarboxylate (0.27 g, 1.2 mmol) and 2-ethyl-2-methyl-butan-1-ol 20 (0.13 g, 1.2 mmol) in a mixture of THF (8 mL) was heated at 100° C. in an Emrys microwave reactor for 20 minutes. The volatiles were removed in vacuo and the crude product was purified on silica to yield 1-[5-bromo-2-(2-ethyl-2-methyl-butoxy)-benzyl]-5-methyl-... RXN SMILES: Cl[C:2]1[CH:7]=[CH:6][C:5]([C:8]([F:11])([F:10])[F:9])=[CH:4][N:3]=1.O.[NH2:13]N.[CH3:15][C:16]([CH2:18][CH3:19])=O>C(O)CC>[CH3:15][C:16]1[NH:13][C:2]2=[N:3][CH:4]=[C:5]([C:8]([F:11])([F:10])[F:9])[CH:6]=[C:7]2[C:18]=1[CH3:19] |f:1.2|. The solvent is C(CC)O (n-propanol). Starting materials: ClC1=NC=C(C=C1)C(F)(F)F (2-chloro-5-trifluoromethylpyridine), O.NN (hydrazine mono hydrate), CC(=O)CC (methylethylketon). Run at time 20 hour. Product: CC1=C(C=2C(=NC=C(C2)C(F)(F)F)N1)C (2,3-dimethyl-5-trifluoromethylpyrrolo[2,3-b]pyridine). Procedure details: A mixture of 2-chloro-5-trifluoromethylpyridine (10 g 0.055 mol) and hydrazine mono hydrate (2,7 g, 0.055 mol) in 35 ml n-propanol was refluxed for 2 h and was then stirred 20 h at RT. To the solution was added 4,35 g (0.06 mol) methylethylketon and the mixture was refluxed for 30 min. After the solvent was removed under reduced pressure the residue was partitioned between methylene chloride and bicarbonate solution. The organic layer was dried over Na2SO4 and evaporated. The residue was solved ... Starting materials: CN1N=C(N=N1)C1=CC=C(C=C1)CN1CCC(CC1)=O (1-{[4-(2-methyl-1,2,3,4-tetrazol-5-yl)phenyl]methyl}piperidin-4-one), C(C)(=O)OCC (ethyl acetate), [C-]#N.[Na+] (sodium cyanide), Cl (hydrochloric acid). Solvent: CCOCC (ether), O (water), O (water). Run at temperature 10 celsius, time 1.5 hour. Product: OC1(CCN(CC1)CC1=CC=C(C=C1)C=1N=NN(N1)C)C#N (4-hydroxy-1-{[4-(2-methyl(1,2,3,4-tetrazol-5-yl))phenyl]methyl}piperidine-4-carbonitrile). Yield: 100.6%. RXN SMILES: [CH3:1][N:2]1[N:6]=[N:5][C:4]([C:7]2[CH:12]=[CH:11][C:10]([CH2:13][N:14]3[CH2:19][CH2:18][C:17](=[O:20])[CH2:16][CH2:15]3)=[CH:9][CH:8]=2)=[N:3]1.[C-:21]#[N:22].[Na+].Cl.C(OCC)(=O)C>CCOCC.O>[OH:20][C:17]1([C:21]#[N:22])[CH2:18][CH2:19][N:14]([CH2:13][C:10]2[CH:9]=[CH:8][C:7]([C:4]3[N:5]=[N:6][N:2]([CH3:1])[N:3]=3)=[CH:12][CH:11]=2)[CH2:15][CH2:16]1 |f:1.2|. Procedure details: A stirred solution of 8.62 grams (0.032 mole) of 1-{[4-(2-methyl-1,2,3,4-tetrazol-5-yl)phenyl]methyl}piperidin-4-one in 100 mL of ether and 150 mL of water was cooled to about 10° C. and 3.9 grams (2.5 equivalents) of sodium cyanide was added in one portion. To this was added 6.6 mL (2.5 equivalents) of hydrochloric acid (12 M) dropwise while maintaining the reaction mixture temperature at about 10° C. Upon completion of the addition, the reaction mixture was stirred for 1.5 hours while warming ... Reactants: CSSC, Oc1ccccc1. Yields the product CSc1ccccc1O. Reaction SMILES: [CH3:8][S:9][S:10][CH3:11].[OH:1][c:2]1[cH:3][cH:4][cH:5][cH:6][cH:7]1>>[OH:1][c:2]1[c:3]([S:9][CH3:8])[cH:4][cH:5][cH:6][cH:7]1. The reactants are CC1=NOC(=N1)C1=C(C=CC=C1)[N+](=O)[O-] (3-methyl-5-(2-nitrophenyl)-1,2,4-oxadiazole), aqueous solution, O.O.O.O.O.O.O.O.O.[S-2].[Na+].[Na+] (sodium sulfide nonahydrate). Solvent: O1CCOCC1 (dioxane), O (water). Reaction conditions: time 45 minute. Product: CC1=NOC(=N1)C1=C(C=CC=C1)N (3-methyl-5-(2-aminophenyl)-1,2,4-oxadiazole). Isolated yield 62.1%. Reaction SMILES: [CH3:1][C:2]1[N:6]=[C:5]([C:7]2[CH:12]=[CH:11][CH:10]=[CH:9][C:8]=2[N+:13]([O-])=O)[O:4][N:3]=1.O.O.O.O.O.O.O.O.O.[S-2].[Na+].[Na+]>O1CCOCC1.O>[CH3:1][C:2]1[N:6]=[C:5]([C:7]2[CH:12]=[CH:11][CH:10]=[CH:9][C:8]=2[NH2:13])[O:4][N:3]=1 |f:1.2.3.4.5.6.7.8.9.10.11.12|. Procedure: 3-methyl-5-(2-nitrophenyl)-1,2,4-oxadiazole (1.0 g, 4.8 mmol) in dioxane (11 mL) at 80°0 C. was treated with 11 mL of an aqueous solution of sodium sulfide nonahydrate (2.55 g, 10.6 mmol), also at 80° C. After stirring at that temperature for 45 minutes, the reaction was diluted with water (15 mL) and cooled in an ice bath. The resulting precipitate was collected by filtration and rinsed with water to afford 3-methyl-5-(2-aminophenyl)-1,2,4-oxadiazole (522 mg). The yield is 90.5%. Yields the product ClC=1C=C(C=CC1F)NC1=NC=NC2=CC(=C(C=C12)OCCCN1CC2CNCCC2C1)OC (N-(3-chloro-4-fluorophenyl)-6-(3-(hexahydro-1H-pyrrolo[3,4-c]pyridin-2(3H)-yl)propoxy)-7-methoxyquinazolin-4-amine). Procedure: To a solution of tert-butyl 2-(3-((4-((3-chloro-4-fluorophenyl)amino)-7-methoxyquinazolin-6-yl)oxy) propyl)hexahydro-1H-pyrrolo[3,4-c]pyridine-5(6H)-carboxylate (0.40 g) in CH2Cl2 was added a solution of HCl in EtOAc (3 M, 10 mL). White solid was precipitated out after 2 h reaction. The resulted mixture was filtered and the residue was dried to give the title compound as a pale yellow solid (0.30 g, 80.00%), HPLC: 99.00%. The compound was characterized by the following spectroscopic data: MS (ES... Starting materials: ClC=1C=C(C=CC1F)NC1=NC=NC2=CC(=C(C=C12)OCCCN1CC2CN(CCC2C1)C(=O)OC(C)(C)C)OC (tert-butyl 2-(3-((4-((3-chloro-4-fluorophenyl)amino)-7-methoxyquinazolin-6-yl)oxy) propyl)hexahydro-1H-pyrrolo[3,4-c]pyridine-5(6H)-carboxylate), Cl (HCl). Run in C(Cl)Cl (CH2Cl2), CCOC(=O)C (EtOAc). RXN SMILES: [Cl:1][C:2]1[CH:3]=[C:4]([NH:9][C:10]2[C:19]3[C:14](=[CH:15][C:16]([O:40][CH3:41])=[C:17]([O:20][CH2:21][CH2:22][CH2:23][N:24]4[CH2:32][CH:31]5[CH:26]([CH2:27][N:28](C(OC(C)(C)C)=O)[CH2:29][CH2:30]5)[CH2:25]4)[CH:18]=3)[N:13]=[CH:12][N:11]=2)[CH:5]=[CH:6][C:7]=1[F:8].Cl>C(Cl)Cl.CCOC(C)=O>[Cl:1][C:2]1[CH:3]=[C:4]([NH:9][C:10]2[C:19]3[C:14](=[CH:15][C:16]([O:40][CH3:41])=[C:17]([O:20][CH2:21][CH2:22][CH2:23][N:24]4[CH2:32][CH:31]5[CH:26]([CH2:27][NH:28][CH2:29][CH2:30]5)[CH2:25]4)[CH:18]=3)[N:13]=[CH:12][N:11]=2)[CH:5]=[CH:6][C:7]=1[F:8].